Dataset: the Open Reaction Database (ORD), a public repository of structured organic reaction records. Task: describe an organic reaction: reactants, conditions, products, and yield Reactants: [Li]CCCC, C1CCOC1, CCOC(C)=O, CI, c1cc2cc(C3OCCO3)ccc2o1, O. The product is Cc1cc2cc(C3OCCO3)ccc2o1. As a reaction SMILES: [CH2:15]([Li:16])[CH2:17][CH2:18][CH3:19].[CH2:23]1[O:24][CH2:25][CH2:26][CH2:27]1.[CH3:28][CH2:29][O:30][C:31](=[O:32])[CH3:33].[I:20][CH3:21].[O:1]1[CH:2]([c:6]2[cH:7][cH:8][c:9]3[c:10]([cH:11][cH:12][o:13]3)[cH:14]2)[O:3][CH2:4][CH2:5]1.[OH2:22]>>[O:1]1[CH:2]([c:6]2[cH:7][cH:8][c:9]3[c:10]([cH:11][c:12]([CH3:15])[o:13]3)[cH:14]2)[O:3][CH2:4][CH2:5]1. The reactants are CC(C)Oc1cc(C(=O)O)cc2c1CC(Cc1ccccc1)O2, Cn1ccc(N)n1, CCN=C=NCCCN(C)C, ClCCl, On1nnc2ccccc21. Yields the product CC(C)Oc1cc(C(=O)Nc2ccn(C)n2)cc2c1CC(Cc1ccccc1)O2. Reaction SMILES: [CH2:1]([c:2]1[cH:3][cH:4][cH:5][cH:6][cH:7]1)[CH:8]1[O:9][c:10]2[c:11]([c:13]([O:20][CH:21]([CH3:22])[CH3:23])[cH:14][c:15]([C:17](=[O:18])[OH:19])[cH:16]2)[CH2:12]1.[CH3:24][n:25]1[n:26][c:27]([NH2:30])[cH:28][cH:29]1.[CH3:31][CH2:32][N:33]=[C:34]=[N:35][CH2:36][CH2:37][CH2:38][N:39]([CH3:40])[CH3:41].[Cl:52][CH2:53][Cl:54].[OH:42][n:43]1[c:44]2[c:45]([cH:46][cH:47][cH:48][cH:49]2)[n:50][n:51]1>>[CH2:1]([c:2]1[cH:3][cH:4][cH:5][cH:6][cH:7]1)[CH:8]1[O:9][c:10]2[c:11]([c:13]([O:20][CH:21]([CH3:22])[CH3:23])[cH:14][c:15]([C:17](=[O:19])[NH:30][c:27]3[n:26][n:25]([CH3:24])[cH:29][cH:28]3)[cH:16]2)[CH2:12]1. The reactants are [N+](=O)([O-])C=1C=C(C(=O)Cl)C=CC1F (3-nitro-4-fluorobenzoyl chloride), NC1=C2C=CC=C(C2=CC=C1)O (5-amino-1-naphthol). Solvent: C(C)#N (acetonitrile), CN(C1=CC=CC=C1)C (N,N-dimethylaniline). Reaction conditions: temperature 50 celsius. Yields the product [N+](=O)([O-])C=1C=C(C(=O)NC2=C3C=CC=C(C3=CC=C2)O)C=CC1F (5-(3'-nitro-4'-fluorobenzoylamino)-1-naphthol). Reaction SMILES: [N+:1]([C:4]1[CH:5]=[C:6]([CH:10]=[CH:11][C:12]=1[F:13])[C:7](Cl)=[O:8])([O-:3])=[O:2].[NH2:14][C:15]1[CH:24]=[CH:23][CH:22]=[C:21]2[C:16]=1[CH:17]=[CH:18][CH:19]=[C:20]2[OH:25]>C(#N)C.CN(C)C1C=CC=CC=1>[N+:1]([C:4]1[CH:5]=[C:6]([CH:10]=[CH:11][C:12]=1[F:13])[C:7]([NH:14][C:15]1[CH:24]=[CH:23][CH:22]=[C:21]2[C:16]=1[CH:17]=[CH:18][CH:19]=[C:20]2[OH:25])=[O:8])([O-:3])=[O:2]. Procedure: 22.4 g of 3-nitro-4-fluorobenzoyl chloride (0.12 mols) were added dropwise at 0° C. to a suspension of 19.1 g of 5-amino-1-naphthol (0.12 mols) in 120 ml of acetonitrile and 14.2 g of N,N-dimethylaniline. The mixture was further stirred until it reached room temperature, and then heated for 30 minutes at 50° C. The yellow deposit was suction filtered and washed with acetonitrile. The deposit was dissolved in tetrahydrofurane and stirred with charcoal, filtered and the product was precipitated fr... Reactants: OCCCBr, CC(=O)Nc1cccc(C2CCNCC2)c1, CN(C)C=O, Cl, [K+], [K+], O=C([O-])[O-], O. Product: CC(=O)Nc1cccc(C2CCN(CCCO)CC2)c1. Reaction SMILES: [Br:18][CH2:19][CH2:20][CH2:21][OH:22].[C:2]([CH3:3])(=[O:4])[NH:5][c:6]1[cH:7][c:8]([CH:12]2[CH2:13][CH2:14][NH:15][CH2:16][CH2:17]2)[cH:9][cH:10][cH:11]1.[CH3:30][N:31]([CH3:32])[CH:33]=[O:34].[ClH:1].[K+:23].[K+:24].[O-:25][C:26]([O-:27])=[O:28].[OH2:29]>>[C:2]([CH3:3])(=[O:4])[NH:5][c:6]1[cH:7][c:8]([CH:12]2[CH2:13][CH2:14][N:15]([CH2:19][CH2:20][CH2:21][OH:22])[CH2:16][CH2:17]2)[cH:9][cH:10][cH:11]1. Reactants: C(=O)[O-].[NH4+] (ammonium formate), [N+](=O)([O-])C1=C(C=CC(=C1)S(=O)(=O)C1=CC=CC=C1)NC(C(C(F)(F)F)(C)O)=O (N-[2-nitro-4-(phenylsulphonyl)phenyl]2-hydroxy-2-methyl-3,3,3-trifluoropropanamide), C(C)(=O)OCC (Ethyl acetate). Reagents/catalysts: [Pd] (palladium on carbon). Run in O (water), CO (methanol), CO (methanol). Product: NC1=C(C=CC(=C1)S(=O)(=O)C1=CC=CC=C1)NC(C(C(F)(F)F)(C)O)=O (N-[2-Amino-4-(phenylsulphonyl)phenyl]-2-hydroxy-2-methyl-3,3,3-trifluoropropanamide). Yield: 96.0%. As a reaction SMILES: [N+:1]([C:4]1[CH:9]=[C:8]([S:10]([C:13]2[CH:18]=[CH:17][CH:16]=[CH:15][CH:14]=2)(=[O:12])=[O:11])[CH:7]=[CH:6][C:5]=1[NH:19][C:20](=[O:28])[C:21]([OH:27])([CH3:26])[C:22]([F:25])([F:24])[F:23])([O-])=O.C([O-])=O.[NH4+].C(OCC)(=O)C>CO.[Pd].O>[NH2:1][C:4]1[CH:9]=[C:8]([S:10]([C:13]2[CH:14]=[CH:15][CH:16]=[CH:17][CH:18]=2)(=[O:11])=[O:12])[CH:7]=[CH:6][C:5]=1[NH:19][C:20](=[O:28])[C:21]([OH:27])([CH3:26])[C:22]([F:25])([F:23])[F:24] |f:1.2|. Procedure: A suspension of N-[2-nitro-4-(phenylsulphonyl)phenyl]2-hydroxy-2-methyl-3,3,3-trifluoropropanamide (J. Med. Chem., 1996, 39, 4592) (0.293 g) in methanol (5 ml) was added to a stirred suspension of 10% palladium on carbon (0.03 g) in methanol (2 ml) under an atmosphere of argon. A solution of ammonium formate (0.176 g) in water (2 ml) was added and the mixture was heated under reflux for 2 hours then cooled. Ethyl acetate (20 ml) was added and the mixture was filtered through diatomaceous earth. ...